From a dataset of the Open Reaction Database (ORD), a public repository of structured organic reaction records. describe an organic reaction: reactants, conditions, products, and yield Starting materials: CCOC(=O)C1=C(NC(=C([C@H]1C2=CC=CC=C2Cl)C(=O)OC)C)COCCN ((+) Amlodipine), C(C(O)C(O)C(=O)[O-])(=O)[O-] ((+) tartarate), C1(=CC=CC=C1)S(=O)(=O)O (benzene sulfonic acid). Solvent: C(C)(C)O (isopropanol), O (water). Reaction conditions: time 2 hour. Product: CCOC(=O)C1=C(NC(=C(C1C=2C=CC=CC2Cl)C(=O)OC)C)COCCN.C=1C=CC(=CC1)S(=O)(=O)O (amlodipine besylate). Yield: 69.4%. As a reaction SMILES: [CH3:1][CH2:2][O:3][C:4]([C:6]1[C@H:11]([C:12]2[C:17]([Cl:18])=[CH:16][CH:15]=[CH:14][CH:13]=2)[C:10]([C:19]([O:21][CH3:22])=[O:20])=[C:9]([CH3:23])[NH:8][C:7]=1[CH2:24][O:25][CH2:26][CH2:27][NH2:28])=[O:5].C([O-])(=O)C(C(C([O-])=O)O)O.[C:39]1([S:45]([OH:48])(=[O:47])=[O:46])[CH:44]=[CH:43][CH:42]=[CH:41][CH:40]=1>C(O)(C)C.O>[CH3:1][CH2:2][O:3][C:4]([C:6]1[CH:11]([C:12]2[CH:13]=[CH:14][CH:15]=[CH:16][C:17]=2[Cl:18])[C:10]([C:19]([O:21][CH3:22])=[O:20])=[C:9]([CH3:23])[NH:8][C:7]=1[CH2:24][O:25][CH2:26][CH2:27][NH2:28])=[O:5].[CH:42]1[CH:41]=[CH:40][C:39]([S:45]([OH:48])(=[O:47])=[O:46])=[CH:44][CH:43]=1 |f:5.6|. Reported procedure: 68.8 gm (0.122 mole, 95.2% de) R (+) Amlodipine hemi L (+) tartarate mono DMSO solvate prepared as per example 1 was suspended in aqueous isopropanol (90 ml IPA: 250 ml distilled water) and a solution of benzene sulfonic acid (19.35 gm of 90% technical grade, 0.110 mole) in 150 ml water was added. The reaction mixture was stirred for 2 hrs and the slurry was filtered, washed with distilled water, hexane, the solid was dried under vac. at 40° C. till constant weight to give R(+) amlodipine besyla... Starting materials: CC(C)CN(CC(C)C)C(=O)CCl, CCCCCCCC[PH](=O)c1ccccc1, ClCCl, [Na+], [OH-]. Product: CCCCCCCCP(=O)(C(=O)N(CC(C)C)CC(C)C)c1ccccc1. RXN SMILES: [CH2:17]([CH:18]([CH3:19])[CH3:20])[N:21]([C:22]([CH2:23][Cl:24])=[O:25])[CH2:26][CH:27]([CH3:28])[CH3:29].[CH2:1]([CH2:2][CH2:3][CH2:4][CH2:5][CH2:6][CH2:7][CH3:8])[PH:9]([c:10]1[cH:11][cH:12][cH:13][cH:14][cH:15]1)=[O:16].[Cl:32][CH2:33][Cl:34].[Na+:31].[OH-:30]>>[CH2:1]([CH2:2][CH2:3][CH2:4][CH2:5][CH2:6][CH2:7][CH3:8])[P:9]([c:10]1[cH:11][cH:12][cH:13][cH:14][cH:15]1)(=[O:16])[C:22]([N:21]([CH2:17][CH:18]([CH3:19])[CH3:20])[CH2:26][CH:27]([CH3:28])[CH3:29])=[O:25]. Starting materials: C1(=CC=CC=C1)CC(=O)C1=CC=C(C=C1)CCCC(=O)OC (methyl 4-[4-(phenylacetyl)phenyl]butyrate), [BH4-].[Na+] (sodium borohydride). Solvent: CO (methanol). Run at time 1 hour. Product: OC(CC1=CC=CC=C1)C1=CC=C(C=C1)CCCC(=O)OC (Methyl 4-[4-(1-Hydroxy-2-phenylethyl)phenyl]butyrate). Yield: 100.8%. As a reaction SMILES: [C:1]1([CH2:7][C:8]([C:10]2[CH:15]=[CH:14][C:13]([CH2:16][CH2:17][CH2:18][C:19]([O:21][CH3:22])=[O:20])=[CH:12][CH:11]=2)=[O:9])[CH:6]=[CH:5][CH:4]=[CH:3][CH:2]=1.[BH4-].[Na+]>CO>[OH:9][CH:8]([C:10]1[CH:11]=[CH:12][C:13]([CH2:16][CH2:17][CH2:18][C:19]([O:21][CH3:22])=[O:20])=[CH:14][CH:15]=1)[CH2:7][C:1]1[CH:2]=[CH:3][CH:4]=[CH:5][CH:6]=1 |f:1.2|. Procedure: To a suspension of 20.0 g of methyl 4-[4-(phenylacetyl)phenyl]butyrate in 200 ml of methanol, 2.52 g of sodium borohydride was added portionwise under ice-cooling, and stirring was continued for 1 hour. After the reaction solvent was removed under reduced pressure, the residue was added with water and then extracted with ether. After the ether layer was washed with water and dried, the solvent was removed to yield 20.3 g of pale yellow oil.